Dataset: the Open Reaction Database (ORD), a public repository of structured organic reaction records. Task: describe an organic reaction: reactants, conditions, products, and yield Starting materials: C(C1=CC=CC=C1)(C1=CC=CC=C1)(C1=CC=CC=C1)NC=1SC=C(N1)/C(/C(=O)N[C@H]1[C@@H]2N(C(=C(CS2)CSC2=NN=NN2N)C(=O)O)C1=O)=N/OCC(=O)OC(C)(C)C (7β-[2-(2-tritylaminothiazol-4-yl)-(Z)-2-(tert-butoxycarbonylmethoxyimino)acetamido]-3-[(1-amino-1H-tetrazol-5-yl)thiomethyl]-3-cephem-4-carboxylic acid). Run in FC(C(=O)O)(F)F (trifluoroacetic acid). Reaction conditions: time 40 minute. Yields the product NC=1SC=C(N1)/C(/C(=O)N[C@H]1[C@@H]2N(C(=C(CS2)CSC2=NN=NN2N)C(=O)O)C1=O)=N/OCC(=O)O (7β-[2-(2-aminothiazol-4-yl)-(Z)-2-(carboxymethoxyimino)acetamido]-3-[(1-amino-1H-tetrazol-5-yl)thiomethyl]-3-cephem-4-carboxylic acid). The yield is 37.5%. RXN SMILES: C([NH:20][C:21]1[S:22][CH:23]=[C:24](/[C:26](=[N:50]/[O:51][CH2:52][C:53]([O:55]C(C)(C)C)=[O:54])/[C:27]([NH:29][C@@H:30]2[C:48](=[O:49])[N:32]3[C:33]([C:45]([OH:47])=[O:46])=[C:34]([CH2:37][S:38][C:39]4[N:43]([NH2:44])[N:42]=[N:41][N:40]=4)[CH2:35][S:36][C@H:31]23)=[O:28])[N:25]=1)(C1C=CC=CC=1)(C1C=CC=CC=1)C1C=CC=CC=1>FC(F)(F)C(O)=O>[NH2:20][C:21]1[S:22][CH:23]=[C:24](/[C:26](=[N:50]/[O:51][CH2:52][C:53]([OH:55])=[O:54])/[C:27]([NH:29][C@@H:30]2[C:48](=[O:49])[N:32]3[C:33]([C:45]([OH:47])=[O:46])=[C:34]([CH2:37][S:38][C:39]4[N:43]([NH2:44])[N:42]=[N:41][N:40]=4)[CH2:35][S:36][C@H:31]23)=[O:28])[N:25]=1. Reported procedure: A solution of 7β-[2-(2-tritylaminothiazol-4-yl)-(Z)-2-(tert-butoxycarbonylmethoxyimino)acetamido]-3-[(1-amino-1H-tetrazol-5-yl)thiomethyl]-3-cephem-4-carboxylic acid (4.80 g, 5.6 mmol) in trifluoroacetic acid (48 ml) was stirred at room temperature for 40 minutes. Trifluoroacetic acid was removed by evaporation and the residue was washed with ether. To the residue was added 80% formic acid (10 ml) and the mixture was stirred at room temperature for 40 minutes. Then the mixture was treated in a m... Yields the product O=C(Nc1cnccn1)C1CC(O)CN1c1nc(Cl)nc(Nc2cc(C3CC3)n[nH]2)n1. The reactants are Clc1nc(Cl)nc(Nc2cc(C3CC3)n[nH]2)n1, CC1(C(=O)Nc2ccc(F)nc2)CCCN1c1nc(Cl)nc(Nc2cc(C3CC3)n[nH]2)n1, O=C(Nc1cnccn1)C1CC(O)CN1. Reaction SMILES: [Cl:1][c:2]1[n:3][c:4]([NH:9][c:10]2[cH:11][c:12]([CH:15]3[CH2:16][CH2:17]3)[n:13][nH:14]2)[n:5][c:6]([Cl:8])[n:7]1.[Cl:33][c:34]1[n:35][c:36]([NH:37][c:38]2[nH:39][n:40][c:41]([CH:42]3[CH2:43][CH2:44]3)[cH:45]2)[n:46][c:47]([N:48]2[CH2:49][CH2:50][CH2:51][C:52]2([CH3:53])[C:54]([NH:55][c:56]2[cH:57][n:58][c:59]([F:60])[cH:61][cH:62]2)=[O:63])[n:64]1.[OH:18][CH:19]1[CH2:20][CH:21]([C:24](=[O:25])[NH:26][c:27]2[n:28][cH:29][cH:30][n:31][cH:32]2)[NH:22][CH2:23]1>>[c:2]1([N:22]2[CH:21]([C:24](=[O:25])[NH:26][c:27]3[n:28][cH:29][cH:30][n:31][cH:32]3)[CH2:20][CH:19]([OH:18])[CH2:23]2)[n:3][c:4]([NH:9][c:10]2[cH:11][c:12]([CH:15]3[CH2:16][CH2:17]3)[n:13][nH:14]2)[n:5][c:6]([Cl:8])[n:7]1. The reactants are CS(=O)(=O)O (methanesulfonic acid), [OH-].[K+] (potassium hydroxide), C1(=CC=CC=C1)NC([O-])=O (phenylcarbamate), C1=CC(=CC=C1[C@@H]2CCNC[C@H]2COC=3C=CC4=C(C3)OCO4)F (paroxetine). Solvent: C1(=CC=CC=C1)C (toluene), C1(=CC=CC=C1)C (toluene). Yields the product CS(=O)(=O)O.C1CNC[C@H]([C@@H]1C2=CC=CC=C2)COC3=CC4=C(C=C3)OCO4 (paroxetine methanesulfonate). As a reaction SMILES: [CH:1]1[C:6]([C@H:7]2[C@H:12]([CH2:13][O:14][C:15]3[CH:16]=[CH:17][C:18]4[O:23][CH2:22][O:21][C:19]=4[CH:20]=3)[CH2:11][NH:10][CH2:9][CH2:8]2)=[CH:5][CH:4]=[C:3](F)[CH:2]=1.[OH-].[K+].C1(NC(=O)[O-])C=CC=CC=1.[CH3:37][S:38]([OH:41])(=[O:40])=[O:39]>C1(C)C=CC=CC=1>[CH3:37][S:38]([OH:41])(=[O:40])=[O:39].[CH2:8]1[C@@H:7]([C:6]2[CH:1]=[CH:2][CH:3]=[CH:4][CH:5]=2)[C@H:12]([CH2:13][O:14][C:15]2[CH:16]=[CH:17][C:18]3[O:23][CH2:22][O:21][C:19]=3[CH:20]=2)[CH2:11][NH:10][CH2:9]1 |f:1.2,6.7|. Procedure: A round bottom flask was charged with unpurified paroxetine base (8.6 g) in toluene (20 ml) which had been prepared by potassium hydroxide hydrolysis of a phenylcarbamate derivative, and a solution of methanesulfonic acid (1.9 ml) in toluene (10 ml) was added dropwise. The resulting clear solution was placed into a separating funnel and extracted with water (30 ml). The aqueous phase was separated, residual toluene removed by evaporation at reduced pressure and the remaining clear solution (25 m...